Dataset: the Open Reaction Database (ORD), a public repository of structured organic reaction records. Task: describe an organic reaction: reactants, conditions, products, and yield Starting materials: N1=CC=C(C=C1)B(O)O (pyridine-4-boronic acid), BrC1=CC(=C(C=C1)N)[N+](=O)[O-] (4-bromo-2-nitrophenylamine). Reagents/catalysts: C=1C=CC(=CC1)[P](C=2C=CC=CC2)(C=3C=CC=CC3)[Pd]([P](C=4C=CC=CC4)(C=5C=CC=CC5)C=6C=CC=CC6)([P](C=7C=CC=CC7)(C=8C=CC=CC8)C=9C=CC=CC9)[P](C=1C=CC=CC1)(C=1C=CC=CC1)C=1C=CC=CC1 (Pd(PPh3)4). The solvent is COCCOC (DME), C(=O)([O-])[O-].[Na+].[Na+] (Na2CO3), C(C)(=O)OCC (ethyl acetate). Yields the product [N+](=O)([O-])C1=C(C=CC(=C1)C1=CC=NC=C1)N (2-nitro-4-pyridin-4-ylphenylamine). The yield is 119.9%. RXN SMILES: [N:1]1[CH:6]=[CH:5][C:4](B(O)O)=[CH:3][CH:2]=1.Br[C:11]1[CH:16]=[CH:15][C:14]([NH2:17])=[C:13]([N+:18]([O-:20])=[O:19])[CH:12]=1>COCCOC.C([O-])([O-])=O.[Na+].[Na+].C(OCC)(=O)C.C1C=CC([P]([Pd]([P](C2C=CC=CC=2)(C2C=CC=CC=2)C2C=CC=CC=2)([P](C2C=CC=CC=2)(C2C=CC=CC=2)C2C=CC=CC=2)[P](C2C=CC=CC=2)(C2C=CC=CC=2)C2C=CC=CC=2)(C2C=CC=CC=2)C2C=CC=CC=2)=CC=1>[N+:18]([C:13]1[CH:12]=[C:11]([C:4]2[CH:5]=[CH:6][N:1]=[CH:2][CH:3]=2)[CH:16]=[CH:15][C:14]=1[NH2:17])([O-:20])=[O:19] |f:3.4.5,^1:42,44,63,82|. Procedure: To a mixture of pyridine-4-boronic acid (3 mmol), 4-bromo-2-nitrophenylamine (2 mmol), and Pd(PPh3)4 (20 mg) in DME (10 mL), 2 M aqueous Na2CO3 was added. The suspension was then refluxed under nitrogen for 36 h. After cooling to the room temperature, the reaction mixture was diluted with ethyl acetate (150 mL). The organic phase was washed with brine (50 mL), dried over sodium sulfate, and concentrated under vacuum. The residue obtained was purified by column chromatography eluting with hexanes... Reactants: CCN(CCO)c1ccc([N+](=O)[O-])cc1, CC(=O)OC(C)=O, CN(C)c1ccncc1, CCOC(C)=O, [Na+], [Na+], O=C([O-])[O-], c1ccncc1. Product: CCN(CCOC(C)=O)c1ccc([N+](=O)[O-])cc1. Reaction SMILES: [CH2:1]([CH3:2])[N:3]([c:4]1[cH:5][cH:6][c:7]([N+:10](=[O:11])[O-:12])[cH:8][cH:9]1)[CH2:13][CH2:14][OH:15].[CH3:16][C:17](=[O:18])[O:19][C:20](=[O:21])[CH3:22].[CH3:29][N:30]([CH3:31])[c:32]1[cH:33][cH:34][n:35][cH:36][cH:37]1.[CH3:44][CH2:45][O:46][C:47](=[O:48])[CH3:49].[Na+:23].[Na+:24].[O-:25][C:26](=[O:27])[O-:28].[cH:38]1[cH:39][cH:40][n:41][cH:42][cH:43]1>>[CH2:1]([CH3:2])[N:3]([c:4]1[cH:5][cH:6][c:7]([N+:10](=[O:11])[O-:12])[cH:8][cH:9]1)[CH2:13][CH2:14][O:15][C:17]([CH3:16])=[O:18]. Starting materials: Cl (HCl), [Si](C)(C)(C(C)(C)C)OCC=1N=C(SC1C(=O)OCC)Cl (ethyl 4-({[tert-butyl(dimethyl)silyl]oxy}methyl)-2-chloro-1,3-thiazole-5-carboxylate), [Si](C)(C)(C(C)(C)C)OCC=1N=C(SC1C(=O)OCC)Cl (ethyl 4-({[tert-butyl(dimethyl)silyl]oxy}methyl)-2-chloro-1,3-thiazole-5-carboxylate), C[Al](C)C (Me3Al), hexanes, N1CCOCC1 (morpholine). The solvent is C(Cl)Cl (CH2Cl2), C(Cl)Cl (CH2Cl2). Reaction conditions: temperature 80 celsius, time 15 minute. Product: [Si](C)(C)(C(C)(C)C)OCC=1N=C(SC1C(=O)N1CCOCC1)Cl (4-{[4-({[tert-butyl(dimethyl)silyl]oxy}methyl)-2-chloro-1,3-thiazol-5-yl]carbonyl}morpholine). Isolated yield 55.7%. Reaction SMILES: C[Al](C)C.[NH:5]1[CH2:10][CH2:9][O:8][CH2:7][CH2:6]1.[Si:11]([O:18][CH2:19][C:20]1[N:21]=[C:22]([Cl:30])[S:23][C:24]=1[C:25](OCC)=[O:26])([C:14]([CH3:17])([CH3:16])[CH3:15])([CH3:13])[CH3:12].Cl>C(Cl)Cl>[Si:11]([O:18][CH2:19][C:20]1[N:21]=[C:22]([Cl:30])[S:23][C:24]=1[C:25]([N:5]1[CH2:10][CH2:9][O:8][CH2:7][CH2:6]1)=[O:26])([C:14]([CH3:17])([CH3:15])[CH3:16])([CH3:13])[CH3:12]. Reported procedure: A solution of 2N Me3Al in hexanes (0.91 ml, 1.82 mmol) was added slowly to a solution of 0.16 ml (1.8 mmol) of morpholine in 4 ml CH2Cl2. After stirring for 15 min, a solution of 0.5 g (1.5 mmol) of ethyl 4-({[tert-butyl(dimethyl)silyl]oxy}methyl)-2-chloro-1,3-thiazole-5-carboxylate (Intermediate 218) in 4 ml CH2Cl2 was added. The solution was heated at 80° C. in a microwave reactor for 1 hour before pouring into dilute aqueous HCl. The mixture was extracted 3 times with CH2Cl2, which was washed...